Dataset: the Open Reaction Database (ORD), a public repository of structured organic reaction records. Task: describe an organic reaction: reactants, conditions, products, and yield Starting materials: ClC1=CC2=C(OCOC3=C(N2)C=CC=C3)C=C1 (2-chloro-12H-dibenzo[d,g][1,3,6]dioxazocine), ClCCC(=O)Cl (3-chloropropionyl chloride). The solvent is C1(=CC=CC=C1)C (toluene). Product: ClC1=CC2=C(OCOC3=C(N2C(CCCl)=O)C=CC=C3)C=C1 (2-chloro-12-(3-chloropropionyl)-12H-dibenzo[d,g][1,3,6]dioxazocine). Yield: 88.4%. Reaction SMILES: [Cl:1][C:2]1[CH:17]=[CH:16][C:5]2[O:6][CH2:7][O:8][C:9]3[CH:15]=[CH:14][CH:13]=[CH:12][C:10]=3[NH:11][C:4]=2[CH:3]=1.[Cl:18][CH2:19][CH2:20][C:21](Cl)=[O:22]>C1(C)C=CC=CC=1>[Cl:1][C:2]1[CH:17]=[CH:16][C:5]2[O:6][CH2:7][O:8][C:9]3[CH:15]=[CH:14][CH:13]=[CH:12][C:10]=3[N:11]([C:21](=[O:22])[CH2:20][CH2:19][Cl:18])[C:4]=2[CH:3]=1. Procedure details: A suspension of 2-chloro-12H-dibenzo[d,g][1,3,6]dioxazocine (10.65 g, 43 mmol, described in J.Mol.Struct., 131, 1985, 131-140) and 3-chloropropionyl chloride (6.55 g, 51.6 mmol) in dry toluene (100 ml) was heated at reflux temperature for 5 h. After cooling to room temperature, the reaction mixture was washed with a saturated solution of sodium bicarbonate (50 ml). The organic layer was dried (MgSO4), and evaporated in vacuo, affording 2-chloro-12-(3-chloropropionyl)-12H-dibenzo[d,g][1,3,6]dioxa... Reactants: CC(C)=CCCBr, O=C(c1ccccc1)c1cnc2c(C(F)(F)F)cccc2c1-c1cccc(O)c1. Product: CC(C)=CCCOc1cccc(-c2c(C(=O)c3ccccc3)cnc3c(C(F)(F)F)cccc23)c1. Reaction SMILES: [Br:30][CH2:31][CH2:32][CH:33]=[C:34]([CH3:35])[CH3:36].[OH:1][c:2]1[cH:3][c:4](-[c:8]2[c:9]([C:22](=[O:23])[c:24]3[cH:25][cH:26][cH:27][cH:28][cH:29]3)[cH:10][n:11][c:12]3[c:13]([C:18]([F:19])([F:20])[F:21])[cH:14][cH:15][cH:16][c:17]23)[cH:5][cH:6][cH:7]1>>[O:1]([c:2]1[cH:3][c:4](-[c:8]2[c:9]([C:22](=[O:23])[c:24]3[cH:25][cH:26][cH:27][cH:28][cH:29]3)[cH:10][n:11][c:12]3[c:13]([C:18]([F:19])([F:20])[F:21])[cH:14][cH:15][cH:16][c:17]23)[cH:5][cH:6][cH:7]1)[CH2:31][CH2:32][CH:33]=[C:34]([CH3:35])[CH3:36].